This data is from the Open Reaction Database (ORD), a public repository of structured organic reaction records. The task is: describe an organic reaction: reactants, conditions, products, and yield The reactants are C(C)(=O)OCC (ethyl acetate), O[C@H](C)[C@@H]1[C@@H]2N(C(=C([C@@H]2C)OP(=O)(C2=CC=CC=C2)C2=CC=CC=C2)C(=O)OCC2=CC=C(C=C2)[N+](=O)[O-])C1=O (4-nitrobenzyl (1R,5R,6S)-6-[(1R)-1-hydroxyethyl]-1-methyl-2-(diphenylphosphoryloxy)-1-carbapen-2-em-3-carboxylate), S[C@H]1C[C@H](N(C1)C(=O)OCC1=CC=C(C=C1)[N+](=O)[O-])C(=O)N1C[C@H](CC1)CN(C(=O)OCC1=CC=C(C=C1)[N+](=O)[O-])C1CC1 ((2S,4S)-4-mercapto-1-(4-nitrobenzyloxycarbonyl)-2-[(3S)-3-(N-cyclopropyl-N-4-nitrobenzyloxycarbonylaminomethyl)pyrrolidin-1-ylcarbonyl]pyrrolidine). Run in C(C)#N (acetonitrile), C(C)(C)N(C(C)C)CC (N,N-diisopropylethylamine), C(C)#N (acetonitrile). Yields the product O[C@H](C)[C@@H]1[C@@H]2N(C(=C([C@@H]2C)S[C@H]2C[C@H](N(C2)C(=O)OCC2=CC=C(C=C2)[N+](=O)[O-])C(=O)N2C[C@H](CC2)CN(C(=O)OCC2=CC=C(C=C2)[N+](=O)[O-])C2CC2)C(=O)OCC2=CC=C(C=C2)[N+](=O)[O-])C1=O (4-nitrobenzyl (1R,5S,6S)-6-[(1R)-1-hydroxyethyl]-1-methyl-2-[(2S,4S)-1-(4-nitrobenzyloxycarbonyl)-2-[(3S)-3-(N-cyclopropyl-N-4-nitrobenzyloxycarbonylaminomethyl)pyrrolidin-1-ylcarbonyl]pyrrolidin-4-ylthio]-1-carbapen-2-em-3-carboxylate). Yield: 369.0%. RXN SMILES: [OH:1][C@@H:2]([C@H:4]1[C:39](=[O:40])[N:6]2[C:7]([C:26]([O:28][CH2:29][C:30]3[CH:35]=[CH:34][C:33]([N+:36]([O-:38])=[O:37])=[CH:32][CH:31]=3)=[O:27])=[C:8](OP(C3C=CC=CC=3)(C3C=CC=CC=3)=O)[C@H:9]([CH3:10])[C@H:5]12)[CH3:3].[SH:41][C@@H:42]1[CH2:46][N:45]([C:47]([O:49][CH2:50][C:51]2[CH:56]=[CH:55][C:54]([N+:57]([O-:59])=[O:58])=[CH:53][CH:52]=2)=[O:48])[C@H:44]([C:60]([N:62]2[CH2:66][CH2:65][C@H:64]([CH2:67][N:68]([CH:82]3[CH2:84][CH2:83]3)[C:69]([O:71][CH2:72][C:73]3[CH:78]=[CH:77][C:76]([N+:79]([O-:81])=[O:80])=[CH:75][CH:74]=3)=[O:70])[CH2:63]2)=[O:61])[CH2:43]1.C(OCC)(=O)C>C(#N)C.C(N(CC)C(C)C)(C)C>[OH:1][C@@H:2]([C@H:4]1[C:39](=[O:40])[N:6]2[C:7]([C:26]([O:28][CH2:29][C:30]3[CH:31]=[CH:32][C:33]([N+:36]([O-:38])=[O:37])=[CH:34][CH:35]=3)=[O:27])=[C:8]([S:41][C@@H:42]3[CH2:46][N:45]([C:47]([O:49][CH2:50][C:51]4[CH:56]=[CH:55][C:54]([N+:57]([O-:59])=[O:58])=[CH:53][CH:52]=4)=[O:48])[C@H:44]([C:60]([N:62]4[CH2:66][CH2:65][C@H:64]([CH2:67][N:68]([CH:82]5[CH2:83][CH2:84]5)[C:69]([O:71][CH2:72][C:73]5[CH:74]=[CH:75][C:76]([N+:79]([O-:81])=[O:80])=[CH:77][CH:78]=5)=[O:70])[CH2:63]4)=[O:61])[CH2:43]3)[C@H:9]([CH3:10])[C@H:5]12)[CH3:3]. Reported procedure: To a solution of 4-nitrobenzyl (1R,5R,6S)-6-[(1R)-1-hydroxyethyl]-1-methyl-2-(diphenylphosphoryloxy)-1-carbapen-2-em-3-carboxylate (0.66 g) in anhydrous acetonitrile (7 ml), N,N-diisopropylethylamine (0.19 ml) and a solution of (2S,4S)-4-mercapto-1-(4-nitrobenzyloxycarbonyl)-2-[(3S)-3-(N-cyclopropyl-N-4-nitrobenzyloxycarbonylaminomethyl)pyrrolidin-1-ylcarbonyl]pyrrolidine (0.14 g) in anhydrous acetonitrile (8 ml) were added while stirring in an ice bath. The resulting mixture was allowed to reac... The reactants are CCOC(C)=O, COc1ccc(CNc2nc(SC)ncc2C(=O)O)cc1Cl, CN(C)C=O, CC(C)OC(C)C, ClCCCl, Cl, On1nnc2ccccc21, NCc1ccccn1. Product: COc1ccc(CNc2nc(SC)ncc2C(=O)NCc2ccccn2)cc1Cl. RXN SMILES: [C:53]([O:54][CH2:55][CH3:56])(=[O:57])[CH3:58].[CH3:1][S:2][c:3]1[n:4][cH:5][c:6]([C:20](=[O:21])[OH:22])[c:7]([NH:9][CH2:10][c:11]2[cH:12][c:13]([Cl:19])[c:14]([O:17][CH3:18])[cH:15][cH:16]2)[n:8]1.[CH3:59][N:60]([CH3:61])[CH:62]=[O:63].[CH:46]([O:47][CH:48]([CH3:49])[CH3:50])([CH3:51])[CH3:52].[Cl:42][CH2:43][CH2:44][Cl:45].[ClH:41].[OH:31][n:32]1[c:33]2[cH:34][cH:35][cH:36][cH:37][c:38]2[n:39][n:40]1.[n:23]1[c:24]([CH2:29][NH2:30])[cH:25][cH:26][cH:27][cH:28]1>>[CH3:1][S:2][c:3]1[n:4][cH:5][c:6]([C:20](=[O:22])[NH:30][CH2:29][c:24]2[n:23][cH:28][cH:27][cH:26][cH:25]2)[c:7]([NH:9][CH2:10][c:11]2[cH:12][c:13]([Cl:19])[c:14]([O:17][CH3:18])[cH:15][cH:16]2)[n:8]1. Reactants: [C-]#N, CC(=O)Nc1cc2c(cc1Br)C(Nc1ccc(C(=O)OC(C)(C)C)c(F)c1)CC2, CCOCC, CCCCCC, CN1CCCC1=O, [Cu], N. Product: CC(=O)Nc1cc2c(cc1C#N)C(Nc1ccc(C(=O)OC(C)(C)C)c(F)c1)CC2. RXN SMILES: [C-:30]#[N:31].[C:1]([CH3:2])(=[O:3])[NH:4][c:5]1[cH:6][c:7]2[c:11]([cH:12][c:13]1[Br:14])[CH:10]([NH:15][c:16]1[cH:17][c:18]([F:29])[c:19]([C:20](=[O:21])[O:22][C:23]([CH3:24])([CH3:25])[CH3:26])[cH:27][cH:28]1)[CH2:9][CH2:8]2.[CH2:39]([O:40][CH2:41][CH3:42])[CH3:43].[CH3:33][CH2:34][CH2:35][CH2:36][CH2:37][CH3:38].[CH3:44][N:45]1[CH2:46][CH2:47][CH2:48][C:49]1=[O:50].[Cu:51].[NH3:32]>>[C:1]([CH3:2])(=[O:3])[NH:4][c:5]1[cH:6][c:7]2[c:11]([cH:12][c:13]1[C:30]#[N:31])[CH:10]([NH:15][c:16]1[cH:17][c:18]([F:29])[c:19]([C:20](=[O:21])[O:22][C:23]([CH3:24])([CH3:25])[CH3:26])[cH:27][cH:28]1)[CH2:9][CH2:8]2. Reactants: BrC1=CC(=C(C=C1)OC)[N+](=O)[O-] (4-bromo-1-methoxy-2-nitrobenzene), N1(CCNCC1)C(=O)OC(C)(C)C (tert-butyl piperazine-1-carboxylate), C1(=CC=CC=C1)P(C1=C(C2=CC=CC=C2C=C1)C1=C(C=CC2=CC=CC=C12)P(C1=CC=CC=C1)C1=CC=CC=C1)C1=CC=CC=C1 ((±)-2,2′-bis(diphenylphosphino)-1,1′-binaphthalene), C([O-])([O-])=O.[Cs+].[Cs+] (cesium carbonate). The reagents and catalysts are C(C)(=O)[O-].C(C)(=O)[O-].[Pd+2] (palladium diacetate). Run in O1CCOCC1 (1,4-dioxane). Product: COC1=C(C=C(C=C1)N1CCN(CC1)C(=O)OC(C)(C)C)[N+](=O)[O-] (tert-butyl 4-(4-methoxy-3-nitrophenyl)piperazine-1-carboxylate). Reaction SMILES: Br[C:2]1[CH:7]=[CH:6][C:5]([O:8][CH3:9])=[C:4]([N+:10]([O-:12])=[O:11])[CH:3]=1.[N:13]1([C:19]([O:21][C:22]([CH3:25])([CH3:24])[CH3:23])=[O:20])[CH2:18][CH2:17][NH:16][CH2:15][CH2:14]1.C1(P(C2C=CC=CC=2)C2C=CC3C(=CC=CC=3)C=2C2C3C(=CC=CC=3)C=CC=2P(C2C=CC=CC=2)C2C=CC=CC=2)C=CC=CC=1.C(=O)([O-])[O-].[Cs+].[Cs+]>O1CCOCC1.C([O-])(=O)C.C([O-])(=O)C.[Pd+2]>[CH3:9][O:8][C:5]1[CH:6]=[CH:7][C:2]([N:16]2[CH2:15][CH2:14][N:13]([C:19]([O:21][C:22]([CH3:25])([CH3:24])[CH3:23])=[O:20])[CH2:18][CH2:17]2)=[CH:3][C:4]=1[N+:10]([O-:12])=[O:11] |f:3.4.5,7.8.9|. Procedure details: A mixture of 4-bromo-1-methoxy-2-nitrobenzene (232 mg, 1 mmol), tert-butyl piperazine-1-carboxylate (224 mg, 1.2 mmol), palladium diacetate (23 mg, 1.2 mmol), (±)-2,2′-bis(diphenylphosphino)-1,1′-binaphthalene (93 mg, 0.15 mmol) and cesium carbonate (978 mg, 3 mmol) in 1,4-dioxane (15 mL) was heated at reflux for 16 hours. The mixture was filtered through diatomaceous earth and the filtrate was concentrated. The residue was purified by flash chromatography on silica gel (200-300 mesh) eluting wi... The reactants are Cl.C(C)(OCC)=N (ethyl ethanimidoate hydrochloride), [OH-].[Na+] (Sodium hydroxide), N(N)C(=O)OC(C)(C)C (tert-butyl hydrazinecarboxylate). Solvent: C(C)O (ethanol). Conditions: temperature 0 celsius, time 10 minute. Product: C(C)(=N)NNC(=O)OC(C)(C)C (tert-butyl 2-ethanimidoylhydrazinecarboxylate). RXN SMILES: [OH-].[Na+].Cl.[C:4](=[NH:9])(OCC)[CH3:5].[NH:10]([C:12]([O:14][C:15]([CH3:18])([CH3:17])[CH3:16])=[O:13])[NH2:11]>C(O)C>[C:4]([NH:11][NH:10][C:12]([O:14][C:15]([CH3:18])([CH3:17])[CH3:16])=[O:13])(=[NH:9])[CH3:5] |f:0.1,2.3|. Reported procedure: Sodium hydroxide (16.0 g, 400 mmol) was dissolved in absolute ethanol (1 L) at 60° C. The solution was cooled to 0° C. and treated portion-wise with ethyl ethanimidoate hydrochloride (50 g, 400 mmol); after 10 minutes, tert-butyl hydrazinecarboxylate (52.9 g, 400 mmol) was added in a single portion. The reaction mixture was stirred at 70° C. for 2.5 hours, then cooled to 20° C. and filtered. The filtrate was concentrated in vacuo and treated with tert-butyl methyl ether (500 mL) and ethanol (20 ... The reactants are ClC=1C=CC(=C(/C=C/C(=O)OC)C1)NS(=O)(=O)C1=CC=CC=C1 (methyl trans-5-chloro-2-(penylsulfonylamino)cinnamate), Br.BrCC(=O)C1=NC=CC(=C1Cl)CC (2-Bromoacetyl-3-chloro-4-ethylpyridine hydrobromide). Product: COC(CC1=C(NC2=CC=C(C=C12)Cl)C(=O)C1=NC=CC(=C1Cl)CC)=O (Methyl[5-chloro-2-(3-chloro-4-ethylpyridine-2-carbonyl)-1H-indol-3-yl]acetate). Reaction SMILES: [Cl:1][C:2]1[CH:3]=[CH:4][C:5]([NH:14]S(C2C=CC=CC=2)(=O)=O)=[C:6]([CH:13]=1)/[CH:7]=[CH:8]/[C:9]([O:11][CH3:12])=[O:10].Br.Br[CH2:26][C:27]([C:29]1[C:34]([Cl:35])=[C:33]([CH2:36][CH3:37])[CH:32]=[CH:31][N:30]=1)=[O:28]>>[CH3:12][O:11][C:9](=[O:10])[CH2:8][C:7]1[C:6]2[C:5](=[CH:4][CH:3]=[C:2]([Cl:1])[CH:13]=2)[NH:14][C:26]=1[C:27]([C:29]1[C:34]([Cl:35])=[C:33]([CH2:36][CH3:37])[CH:32]=[CH:31][N:30]=1)=[O:28] |f:1.2|. Reported procedure: The title compound was prepared according to the procedure described in Example 57 from methyl trans-5-chloro-2-(penylsulfonylamino)cinnamate (Example 36, step 3) and 2-bromoacetyl-3-chloro-4-ethylpyridine hydrobromide (Preparation is described in Example 115). Starting materials: OC(CCN1C[C@@H](CCC1)C(=O)O)C1(C2=C(CCC3=C1C=CC=C3)C=CC=C2)O ((R)-1-(3-hydroxy-3-(5-hydroxy-10,11-dihydro-5H-dibenzo[a,d]-cyclohepten-5-yl)-1-propyl)-3-piperidinecarboxylic acid), CS(=O)(=O)O (methanesulfonic acid). The solvent is ClCCl (dichloromethane). The product is C1=CC=CC=2C(C3=C(CCC21)C=CC=C3)C(CCN3C[C@@H](CCC3)C(=O)O)=O ((R)-1-(3-(10,11-Dihydro-5H-dibenzo[a,d]cyclohepten-5-yl)-3-oxo-1-propyl)-3-piperidinecarboxylic Acid). Reaction SMILES: [OH:1][CH:2]([C:14]1(O)[C:20]2[CH:21]=[CH:22][CH:23]=[CH:24][C:19]=2[CH2:18][CH2:17][C:16]2[CH:25]=[CH:26][CH:27]=[CH:28][C:15]1=2)[CH2:3][CH2:4][N:5]1[CH2:10][CH2:9][CH2:8][C@@H:7]([C:11]([OH:13])=[O:12])[CH2:6]1.CS(O)(=O)=O>ClCCl>[CH:25]1[C:16]2[CH2:17][CH2:18][C:19]3[CH:24]=[CH:23][CH:22]=[CH:21][C:20]=3[CH:14]([C:2](=[O:1])[CH2:3][CH2:4][N:5]3[CH2:10][CH2:9][CH2:8][C@@H:7]([C:11]([OH:13])=[O:12])[CH2:6]3)[C:15]=2[CH:28]=[CH:27][CH:26]=1. Procedure: The above 3-piperidinecarboxylic acid (2.84 g, 5.3 mmol) was dissolved in dichloromethane (200 ml), methanesulfonic acid (0.5 ml) was added and the resulting mixture was heated at reflux temperature for 2 days. The mixture was allowed to cool and was then concentrated in vacuo. The residue was dissolved in water (50 ml) and extracted with dichloromethane (4×50 ml). The combined organic extracts were concentrated in vacuo. The residue was purified by column chromatography on silica gel using a mi...